Dataset: the Open Reaction Database (ORD), a public repository of structured organic reaction records. Task: describe an organic reaction: reactants, conditions, products, and yield Yields the product CN1CCC2CC1N(C)c1c(Br)cc(O)cc12, CC(=O)O. Starting materials: O=C1CCC(=O)N1Br, O=C([O-])O, CC(=O)O, CN1CCC2CC1N(C)c1ccc(O)cc12, CO, ClCCl, [Na+]. Reaction SMILES: [Br:1][N:2]1[C:3](=[O:4])[CH2:5][CH2:6][C:7]1=[O:8].[C:29](=[O:30])([OH:31])[O-:32].[C:9]([CH3:10])(=[O:11])[OH:12].[CH3:13][N:14]1[CH:15]2[N:16]([CH3:28])[CH2:17][CH2:18][CH:19]([c:20]3[c:21]1[cH:22][cH:23][c:24]([OH:26])[cH:25]3)[CH2:27]2.[CH3:34][OH:35].[Cl:36][CH2:37][Cl:38].[Na+:33]>>[Br:1][c:22]1[c:21]2[c:20]([cH:25][c:24]([OH:26])[cH:23]1)[CH:19]1[CH2:18][CH2:17][N:16]([CH3:28])[CH:15]([N:14]2[CH3:13])[CH2:27]1.[C:9]([CH3:10])(=[O:11])[OH:12]. The reactants are [N+](=O)([O-])C1=CC=C(C=C1)N1CCC(CC1)=O (1-(4-nitrophenyl)-4-piperidone), C1NCCC2=CC=CC=C12 (1,2,3,4-tetrahydroisoquinoline). The product is [N+](=O)([O-])C1=CC=C(C=C1)N1CCC(CC1)N1CC2=CC=CC=C2CC1 (2-[1-(4-Nitrophenyl)-4-piperidinyl]-1,2,3,4-tetrahydroisoquinoline). RXN SMILES: [N+:1]([C:4]1[CH:9]=[CH:8][C:7]([N:10]2[CH2:15][CH2:14][C:13](=O)[CH2:12][CH2:11]2)=[CH:6][CH:5]=1)([O-:3])=[O:2].[CH2:17]1[C:26]2[C:21](=[CH:22][CH:23]=[CH:24][CH:25]=2)[CH2:20][CH2:19][NH:18]1>>[N+:1]([C:4]1[CH:9]=[CH:8][C:7]([N:10]2[CH2:15][CH2:14][CH:13]([N:18]3[CH2:19][CH2:20][C:21]4[C:26](=[CH:25][CH:24]=[CH:23][CH:22]=4)[CH2:17]3)[CH2:12][CH2:11]2)=[CH:6][CH:5]=1)([O-:3])=[O:2]. Procedure: 3.0 g of 1-(4-nitrophenyl)-4-piperidone and 1.8 g of 1,2,3,4-tetrahydroisoquinoline were reacted as in Example 1.